describe an organic reaction: reactants, conditions, products, and yield From a dataset of the Open Reaction Database (ORD), a public repository of structured organic reaction records. The reactants are C12(CC3CC(CC(C1)C3)C2)CCC(=O)O (3-(1-adamantyl)propanoic acid), S(O)(O)(=O)=O (sulphuric acid), CO (methanol). The product is C12(CC3CC(CC(C1)C3)C2)CCC(=O)OC (methyl 3-(1-adamantyl)propanoate), oil. Yield: 95.0%. As a reaction SMILES: [C:1]12([CH2:11][CH2:12][C:13]([OH:15])=[O:14])[CH2:10][CH:5]3[CH2:6][CH:7]([CH2:9][CH:3]([CH2:4]3)[CH2:2]1)[CH2:8]2.S(=O)(=O)(O)O.[CH3:21]O>>[C:1]12([CH2:11][CH2:12][C:13]([O:15][CH3:21])=[O:14])[CH2:10][CH:5]3[CH2:6][CH:7]([CH2:9][CH:3]([CH2:4]3)[CH2:2]1)[CH2:8]2. Reported procedure: To a solution of Intermediate 46 (2.9 g, 13.98 mmol) in methanol (22.6 mL) was added dropwise sulphuric acid (0.4 mL, 6.94 mmol) during 15 minutes at 0° C. The resulting reaction mixture was refluxed for 2 hours. The solvent was removed under reduced pressure and the crude was partitioned between ethyl acetate and water. The organic layer was washed with a solution of sodium hydrogen carbonate (4%), water and brine. The solvent was removed under reduced pressure and the title compound was obtain... The reactants are Cl, [Na+], [OH-], CCOC(=O)c1cnc2c(c(C)nn2-c2ccccn2)c1O. The product is Cc1nn(-c2ccccn2)c2ncc(C(=O)O)c(O)c12. Reaction SMILES: [ClH:25].[Na+:24].[OH-:23].[OH:1][c:2]1[c:3]2[c:4]([n:5][cH:6][c:7]1[C:8](=[O:9])[O:10][CH2:11][CH3:12])[n:13](-[c:17]1[n:18][cH:19][cH:20][cH:21][cH:22]1)[n:14][c:15]2[CH3:16]>>[OH:1][c:2]1[c:3]2[c:4]([n:5][cH:6][c:7]1[C:8](=[O:9])[OH:10])[n:13](-[c:17]1[n:18][cH:19][cH:20][cH:21][cH:22]1)[n:14][c:15]2[CH3:16].